From a dataset of the Open Reaction Database (ORD), a public repository of structured organic reaction records. describe an organic reaction: reactants, conditions, products, and yield Conditions: time 10 minute. Yield: 93.8%. Yields the product C(C1=CC=CC=C1)[C@@H](C(=O)OCC1=CC=CC=C1)CC=C (Benzyl 2(S)-benzyl-4-pentenoate). Reported procedure: 5.63 ml (9.01 mmoles) of butyllithium (as a 1.6M hexane solution) were added, whilst ice-cooling and under an atmosphere of nitrogen, to a solution of 1.24 ml (12.0 mmoles) of benzyl alcohol in 20 ml of anhydrous tetrahydrofuran. The mixture was stirred for 10 minutes, and then a solution of 1.81 g (6.01 mmoles) of 3-[2(R)-benzyl-4-pentenoyl]-4(S)-isopropyl-2-oxazolidinone (prepared by a procedure similar to that described in Preparation 17) in 10 ml of anhydrous tetrahydrofuran was added dropwi... The solvent is O1CCCC1 (tetrahydrofuran), CCCCCC (hexane), O1CCCC1 (tetrahydrofuran). RXN SMILES: C([Li])CCC.[CH2:6]([OH:13])[C:7]1[CH:12]=[CH:11][CH:10]=[CH:9][CH:8]=1.[CH2:14]([C@@H:21]([CH2:33][CH:34]=[CH2:35])[C:22](N1[C@@H](C(C)C)COC1=O)=[O:23])[C:15]1[CH:20]=[CH:19][CH:18]=[CH:17][CH:16]=1.[Cl-].[NH4+]>O1CCCC1.CCCCCC>[CH2:14]([C@H:21]([CH2:33][CH:34]=[CH2:35])[C:22]([O:13][CH2:6][C:7]1[CH:12]=[CH:11][CH:10]=[CH:9][CH:8]=1)=[O:23])[C:15]1[CH:20]=[CH:19][CH:18]=[CH:17][CH:16]=1 |f:3.4|. Starting materials: C(C1=CC=CC=C1)O (benzyl alcohol), [Cl-].[NH4+] (ammonium chloride), C(CCC)[Li] (butyllithium), C(C1=CC=CC=C1)[C@H](C(=O)N1C(OC[C@@H]1C(C)C)=O)CC=C (3-[2(R)-benzyl-4-pentenoyl]-4(S)-isopropyl-2-oxazolidinone). Reactants: FC1=CC2=C(N=C(O2)N2CCNCC2)C=C1 (6-Fluoro-2-piperazin-1-yl-benzooxazole), N1=C(C=CC=C1)S(=O)(=O)NC1=CC=C(C(=O)O)C=C1 (4-(Pyridine-2-sulfonylamino)-benzoic acid). RXN SMILES: [F:1][C:2]1[CH:16]=[CH:15][C:5]2[N:6]=[C:7]([N:9]3[CH2:14][CH2:13][NH:12][CH2:11][CH2:10]3)[O:8][C:4]=2[CH:3]=1.[N:17]1[CH:22]=[CH:21][CH:20]=[CH:19][C:18]=1[S:23]([NH:26][C:27]1[CH:35]=[CH:34][C:30]([C:31](O)=[O:32])=[CH:29][CH:28]=1)(=[O:25])=[O:24]>>[F:1][C:2]1[CH:16]=[CH:15][C:5]2[N:6]=[C:7]([N:9]3[CH2:14][CH2:13][N:12]([C:31]([C:30]4[CH:29]=[CH:28][C:27]([NH:26][S:23]([C:18]5[CH:19]=[CH:20][CH:21]=[CH:22][N:17]=5)(=[O:25])=[O:24])=[CH:35][CH:34]=4)=[O:32])[CH2:11][CH2:10]3)[O:8][C:4]=2[CH:3]=1. Procedure: Compound 13 is prepared using synthesis method 2 using intermediates 3a and 5c (yield: 53%). Product: FC1=CC2=C(N=C(O2)N2CCN(CC2)C(=O)C2=CC=C(C=C2)NS(=O)(=O)C2=NC=CC=C2)C=C1 (N-(4-(4-(6-fluorobenzo[d]oxazol-2-yl)piperazine-1-carbonyl)phenyl)pyridine-2-sulfonamide).